This data is from the Open Reaction Database (ORD), a public repository of structured organic reaction records. The task is: describe an organic reaction: reactants, conditions, products, and yield Reactants: COc1cc(CC(=O)Oc2c(F)c(F)c(F)c(F)c2F)ccc1NC(=O)Nc1ccccc1C, CCOC(C)=O, COC(=O)c1cnc(OCC2CCCN2)c(Cl)c1, CN(C)C=O. The product is COC(=O)c1cnc(OCC2CCCN2C(=O)Cc2ccc(NC(=O)Nc3ccccc3C)c(OC)c2)c(Cl)c1. Reaction SMILES: [CH3:1][O:2][c:3]1[cH:4][c:5]([CH2:20][C:21]([O:23][c:22]2[c:24]([F:25])[c:26]([F:27])[c:28]([F:29])[c:30]([F:31])[c:32]2[F:33])=[O:34])[cH:6][cH:7][c:8]1[NH:9][C:10](=[O:11])[NH:12][c:13]1[c:14]([CH3:19])[cH:15][cH:16][cH:17][cH:18]1.[CH3:58][CH2:59][O:60][C:61]([CH3:62])=[O:63].[Cl:35][c:36]1[c:37]([O:46][CH2:47][CH:48]2[NH:49][CH2:50][CH2:51][CH2:52]2)[n:38][cH:39][c:40]([C:42](=[O:43])[O:44][CH3:45])[cH:41]1.[O:53]=[CH:54][N:55]([CH3:56])[CH3:57]>>[CH3:1][O:2][c:3]1[cH:4][c:5]([CH2:20][C:21](=[O:23])[N:49]2[CH:48]([CH2:47][O:46][c:37]3[c:36]([Cl:35])[cH:41][c:40]([C:42](=[O:43])[O:44][CH3:45])[cH:39][n:38]3)[CH2:52][CH2:51][CH2:50]2)[cH:6][cH:7][c:8]1[NH:9][C:10](=[O:11])[NH:12][c:13]1[c:14]([CH3:19])[cH:15][cH:16][cH:17][cH:18]1. The reactants are CC(=O)C(Br)C(=O)OCc1ccccc1, C1CCOC1, FC(F)(F)c1cc[nH]n1, [H-], [Na+], O. Product: CC(=O)C(C(=O)OCc1ccccc1)n1ccc(C(F)(F)F)n1. As a reaction SMILES: [CH2:12]([c:13]1[cH:14][cH:15][cH:16][cH:17][cH:18]1)[O:19][C:20]([CH:21]([C:22]([CH3:23])=[O:24])[Br:25])=[O:26].[CH2:27]1[O:28][CH2:29][CH2:30][CH2:31]1.[F:1][C:2]([c:3]1[n:4][nH:5][cH:6][cH:7]1)([F:8])[F:9].[H-:11].[Na+:10].[OH2:32]>>[F:1][C:2]([c:3]1[n:4][n:5]([CH:21]([C:20]([O:19][CH2:12][c:13]2[cH:14][cH:15][cH:16][cH:17][cH:18]2)=[O:26])[C:22]([CH3:23])=[O:24])[cH:6][cH:7]1)([F:8])[F:9]. The solvent is O1CCCC1 (tetrahydrofuran), O1CCCC1 (tetrahydrofuran), O1CCCC1 (tetrahydrofuran). Reactants: [Br-].C(=O)(O)CCCC[P+](C1=CC=CC=C1)(C1=CC=CC=C1)C1=CC=CC=C1 ((4-carboxybutyl)triphenylphosphonium bromide), potassium t-butylate, OCCCCCCCCCC(C)=O (11-hydroxy-2-undecanone). The product is C/C(=C/CCCC(=O)O)/CCCCCCCCC (5Z-6-methylpentadec-5-enoic acid). Procedure details: 164.6 g (0.37 mol) of (4-carboxybutyl)triphenylphosphonium bromide were suspended in 700 ml of tetrahydrofuran. 101 g (0.9 mol) of potassium t-butylate in 150 ml of tetrahydrofuran were added and then 68 g (0.36 mol) of 11-hydroxy-2-undecanone in 50 ml of tetrahydrofuran were added After usual working up there were obtained 98 g of crude 5Z-6-methylpentadec-5-enoic acid. The yield is 107.0%. Reaction SMILES: [Br-].[C:2]([CH2:5][CH2:6][CH2:7][CH2:8][P+](C1C=CC=CC=1)(C1C=CC=CC=1)C1C=CC=CC=1)([OH:4])=[O:3].O[CH2:29][CH2:30][CH2:31][CH2:32][CH2:33][CH2:34][CH2:35][CH2:36][CH2:37][C:38](=O)[CH3:39]>O1CCCC1>[CH3:39]/[C:38](/[CH2:37][CH2:36][CH2:35][CH2:34][CH2:33][CH2:32][CH2:31][CH2:30][CH3:29])=[CH:8]/[CH2:7][CH2:6][CH2:5][C:2]([OH:4])=[O:3] |f:0.1|.